This data is from the Open Reaction Database (ORD), a public repository of structured organic reaction records. The task is: describe an organic reaction: reactants, conditions, products, and yield Reactants: C(CCCCCCCCCCCCCCCCC)(=O)O (stearic acid), phase, C(=O)(Cl)Cl (phosgene). The product is C(CCCCCCCCCCCCCCCCC)Cl (stearyl chloride). Yield: 99.9%. RXN SMILES: [C:1](O)(=O)[CH2:2][CH2:3][CH2:4][CH2:5][CH2:6][CH2:7][CH2:8][CH2:9][CH2:10][CH2:11][CH2:12][CH2:13][CH2:14][CH2:15][CH2:16][CH2:17][CH3:18].C(Cl)([Cl:23])=O>>[CH2:1]([Cl:23])[CH2:2][CH2:3][CH2:4][CH2:5][CH2:6][CH2:7][CH2:8][CH2:9][CH2:10][CH2:11][CH2:12][CH2:13][CH2:14][CH2:15][CH2:16][CH2:17][CH3:18]. Reported procedure: The experimental method described in Example 1 is used, and 2,746 g (10 moles) of technical grade stearic acid and the catalyst phase (342 g) obtained in Example 1 are initially taken. 1,089 g (11 moles) of gaseous phosgene are then introduced. The product phase contains 2,930 g (99.9% yield) of stearyl chloride having a purity of 97% (determined by IR spectroscopy); the iodine color number is 30. The reactants are BrCCC1=CC=C(C=O)C=C1 (4-(bromoethyl)benzaldehyde), C(=O)([O-])[O-].[K+].[K+] (K2CO3), C(C)(C)N1CCNCC1 (N-isopropylpiperazine). The solvent is CN(C)C=O (DMF). Run at time 5 hour. The product is C(C)(C)N1CCN(CC1)CC1=CC=C(C=O)C=C1 (4-((4-Isopropylpiperazin-1-yl)methyl)benzaldehyde). Isolated yield 97.4%. As a reaction SMILES: BrC[CH2:3][C:4]1[CH:11]=[CH:10][C:7]([CH:8]=[O:9])=[CH:6][CH:5]=1.C([O-])([O-])=O.[K+].[K+].[CH:18]([N:21]1[CH2:26][CH2:25][NH:24][CH2:23][CH2:22]1)([CH3:20])[CH3:19]>CN(C=O)C>[CH:18]([N:21]1[CH2:26][CH2:25][N:24]([CH2:3][C:4]2[CH:5]=[CH:6][C:7]([CH:8]=[O:9])=[CH:10][CH:11]=2)[CH2:23][CH2:22]1)([CH3:20])[CH3:19] |f:1.2.3|. Reported procedure: To a mixture of 4-(bromoethyl)benzaldehyde (0.200 g, 1.0 mmol) and K2CO3 (0.277 g, 2.0 mmol) in DMF (5 mL) was added N-isopropylpiperazine (0.129 g, 1.0 mmol) and the reaction was stirred at room temperature for 5 hours, then concentrated in vacuo. The resulting mixture was diluted with H2O and extracted with EtOAc. The organics were washed with brine, dried over anhydrous Na2SO4, filtered, and concentrated in vacuo to afford 4-((4-Isopropylpiperazin-1-yl)methyl)benzaldehyde (0.240 g, 97%). The reactants are Brc1ccc[se]1, CCO, CCc1ccc(-c2ccc(B(O)O)c(F)c2F)cc1, [Na+], [Na+], O=C([O-])[O-], Cc1ccccc1, c1ccc(P(c2ccccc2)(c2ccccc2)[Pd](P(c2ccccc2)(c2ccccc2)c2ccccc2)(P(c2ccccc2)(c2ccccc2)c2ccccc2)P(c2ccccc2)(c2ccccc2)c2ccccc2)cc1. Yields the product CCc1ccc(-c2ccc(-c3ccc[se]3)c(F)c2F)cc1. Reaction SMILES: [Br:1][c:2]1[se:3][cH:4][cH:5][cH:6]1.[CH2:32]([OH:33])[CH3:34].[F:7][c:8]1[c:9](-[c:18]2[cH:19][cH:20][c:21]([CH2:24][CH3:25])[cH:22][cH:23]2)[cH:10][cH:11][c:12]([B:15]([OH:16])[OH:17])[c:13]1[F:14].[Na+:26].[Na+:27].[O-:28][C:29](=[O:30])[O-:31].[c:35]1([CH3:36])[cH:37][cH:38][cH:39][cH:40][cH:41]1.[cH:42]1[cH:43][cH:44][c:45]([P:46]([Pd:47]([P:48]([c:49]2[cH:50][cH:51][cH:52][cH:53][cH:54]2)([c:55]2[cH:56][cH:57][cH:58][cH:59][cH:60]2)[c:61]2[cH:62][cH:63][cH:64][cH:65][cH:66]2)([P:67]([c:68]2[cH:69][cH:70][cH:71][cH:72][cH:73]2)([c:74]2[cH:75][cH:76][cH:77][cH:78][cH:79]2)[c:80]2[cH:81][cH:82][cH:83][cH:84][cH:85]2)[P:86]([c:87]2[cH:88][cH:89][cH:90][cH:91][cH:92]2)([c:93]2[cH:94][cH:95][cH:96][cH:97][cH:98]2)[c:99]2[cH:100][cH:101][cH:102][cH:103][cH:104]2)([c:105]2[cH:106][cH:107][cH:108][cH:109][cH:110]2)[c:111]2[cH:112][cH:113][cH:114][cH:115][cH:116]2)[cH:117][cH:118]1>>[c:2]1(-[c:12]2[cH:11][cH:10][c:9](-[c:18]3[cH:19][cH:20][c:21]([CH2:24][CH3:25])[cH:22][cH:23]3)[c:8]([F:7])[c:13]2[F:14])[se:3][cH:4][cH:5][cH:6]1.